describe an organic reaction: reactants, conditions, products, and yield From a dataset of the Open Reaction Database (ORD), a public repository of structured organic reaction records. Starting materials: C(CC=C)C1=NC(=NC(=C1)Cl)SC (4-(3-buten-1-yl)-6-chloro-2-(methylthio)-pyrimidine), CCN(C(C)C)C(C)C (DIPEA), N1CCOCC1 (morpholine). The solvent is O1CCOCC1 (1,4-dioxane). Run at temperature 80 celsius. Yields the product C(CC=C)C1=CC(=NC(=N1)SC)N1CCOCC1 (4-[6-(3-Buten-1-yl)-2-(methylthio)-4-pyrimidinyl]morpholine). Reaction SMILES: [CH2:1]([C:5]1[CH:10]=[C:9](Cl)[N:8]=[C:7]([S:12][CH3:13])[N:6]=1)[CH2:2][CH:3]=[CH2:4].CCN(C(C)C)C(C)C.[NH:23]1[CH2:28][CH2:27][O:26][CH2:25][CH2:24]1>O1CCOCC1>[CH2:1]([C:5]1[N:6]=[C:7]([S:12][CH3:13])[N:8]=[C:9]([N:23]2[CH2:28][CH2:27][O:26][CH2:25][CH2:24]2)[CH:10]=1)[CH2:2][CH:3]=[CH2:4]. Procedure: To a solution of 4-(3-buten-1-yl)-6-chloro-2-(methylthio)-pyrimidine (26.66 mmol) and DIPEA (5.1 mL, 29.33 mmol) in 1,4-dioxane (100 mL) at room temperature was added morpholine (2.6 mL, 29.33 mmol). The reaction mixture was stirred and heated at 80° C. overnight. After the reaction was completed, the volatiles were removed by evaporation in vacuo. The residue was purified by column chromatography (hexane/EtOAc=8:1 to 4:1) to provide the title compound. MH+266.